Dataset: the Open Reaction Database (ORD), a public repository of structured organic reaction records. Task: describe an organic reaction: reactants, conditions, products, and yield Procedure details: To a solution of 1-(3-Amino-4-chloro-phenyl)-propan-2-one (Intermediate D) (0.5 g, 2.73 mmol) in DCM (2 ml) and pyridine (1 ml) is added drop wise methanesulfonyl chloride (0.34 g, 0.23 ml, 3.0 mmol) at 0° C. (ice-bath). The reaction mixture is allowed to warm to room temperature and stirred for 3 days. The solvents are removed in vacuo and the residue is dissolved in EtOAc and washed with water, the organic portion is dried over MgSO4, filtered and concentrated in vacuo. Purification of the cru... Solvent: C(Cl)Cl (DCM), N1=CC=CC=C1 (pyridine). Conditions: time 3 day. Reaction SMILES: [NH2:1][C:2]1[CH:3]=[C:4]([CH2:9][C:10](=[O:12])[CH3:11])[CH:5]=[CH:6][C:7]=1[Cl:8].[CH3:13][S:14](Cl)(=[O:16])=[O:15]>C(Cl)Cl.N1C=CC=CC=1>[Cl:8][C:7]1[CH:6]=[CH:5][C:4]([CH2:9][C:10](=[O:12])[CH3:11])=[CH:3][C:2]=1[NH:1][S:14]([CH3:13])(=[O:16])=[O:15]. Reactants: NC=1C=C(C=CC1Cl)CC(C)=O (1-(3-Amino-4-chloro-phenyl)-propan-2-one), NC=1C=C(C=CC1Cl)CC(C)=O (1-(3-Amino-4-chloro-phenyl)-propan-2-one), CS(=O)(=O)Cl (methanesulfonyl chloride). The product is ClC1=C(C=C(C=C1)CC(C)=O)NS(=O)(=O)C (N-[2-Chloro-5-(2-oxo-propyl)-phenyl]-methanesulfonamide). Starting materials: FC1=CC=C(C=C1)NC(NC1=CC=C(C=C1)C1=CC=C2CN(C(C2=C1)=O)[C@H](C(=O)O)C(C)C)=O ((S)-2-(6-(4-(3-(4-Fluorophenyl)ureido)phenyl)-1-oxoisoindolin-2-yl)-3-methyl butanoic acid), COC([C@H](C(C)C)N1C(C2=CC(=CC=C2C1)C1=CC=C(C=C1)NC(=O)NC1=CC(=CC(=C1)F)F)=O)=O ((S)-Methyl-2-(6-(4-(3-(3,5-difluorophenyl)ureido)phenyl)-1-oxoisoindolin-2-yl)-3-methylbutanoate). Product: FC=1C=C(C=C(C1)F)NC(NC1=CC=C(C=C1)C1=CC=C2CN(C(C2=C1)=O)[C@H](C(=O)O)C(C)C)=O ((S)-2-(6-(4-(3-(3,5-Difluorophenyl)ureido)phenyl)-1-oxoisoindolin-2-yl)-3-methylbutanoic acid). The yield is 94.0%. Reaction SMILES: FC1C=CC(NC(=O)NC2C=CC(C3C=C4C(CN([C@@H](C(C)C)C(O)=O)C4=O)=CC=3)=CC=2)=CC=1.C[O:36][C:37](=[O:70])[C@@H:38]([N:42]1[CH2:50][C:49]2[C:44](=[CH:45][C:46]([C:51]3[CH:56]=[CH:55][C:54]([NH:57][C:58]([NH:60][C:61]4[CH:66]=[C:65]([F:67])[CH:64]=[C:63]([F:68])[CH:62]=4)=[O:59])=[CH:53][CH:52]=3)=[CH:47][CH:48]=2)[C:43]1=[O:69])[CH:39]([CH3:41])[CH3:40]>>[F:68][C:63]1[CH:62]=[C:61]([NH:60][C:58](=[O:59])[NH:57][C:54]2[CH:53]=[CH:52][C:51]([C:46]3[CH:45]=[C:44]4[C:49]([CH2:50][N:42]([C@@H:38]([CH:39]([CH3:40])[CH3:41])[C:37]([OH:70])=[O:36])[C:43]4=[O:69])=[CH:48][CH:47]=3)=[CH:56][CH:55]=2)[CH:66]=[C:65]([F:67])[CH:64]=1. Reported procedure: The compound of example 30 was prepared analogous to compound of example 8 by hydrolysis of compound of example 29. The reactants are N[C@@H](CCC(O)=O)C(=O)O (Glu), N[C@@H](CCCN)C(=O)O (Orn), N[C@@H](CS)C(=O)O (Cys), N[C@@H](CCCCN)C(=O)O (Lys). Product: N[C@H](CC1=CC=C2C=CC=CC2=C1)C(=O)O (D-2Nal), N[C@H](CC(C)C)C(=O)O (D-Leu), N[C@@H](CC1=CC=CC=C1)C(=O)O (Phe). RXN SMILES: [NH2:1][C@H:2]([C:5]([OH:7])=[O:6])[CH2:3]S.[NH2:8][C@H:9]([C:15]([OH:17])=[O:16])[CH2:10][CH2:11][C:12](=O)O.N[C@H:19]([C:24](O)=O)[CH2:20][CH2:21][CH2:22]N.[NH2:27][C@H:28]([C:34]([OH:36])=[O:35])[CH2:29][CH2:30][CH2:31]CN>>[NH2:1][C@@H:2]([C:5]([OH:7])=[O:6])[CH2:3][C:9]1[CH:15]=[C:22]2[C:12]([CH:24]=[CH:19][CH:20]=[CH:21]2)=[CH:11][CH:10]=1.[NH2:27][C@@H:28]([C:34]([OH:36])=[O:35])[CH2:29][CH:30]([CH3:31])[CH3:2].[NH2:8][C@H:9]([C:15]([OH:17])=[O:16])[CH2:10][C:11]1[CH:21]=[CH:20][CH:19]=[CH:24][CH:12]=1. Reported procedure: Yet another preferred group of antagonists has the following formula (including nontoxic salts thereof): (cyclo 30-33)Y-Asp-Leu-Thr-D-Phe-His-R14 -Leu-Arg-Glu-R18 -Leu-R20 -Nle-R22 -R23 -R24 -R25 -Gln-R27 -R28 -R29 -R30 -R31 -R32 -R33 -R34 -Arg-R36 -R37 -Nle-R39 -R40 -R41 -NH2 wherein Y is Ac, Acr or For; R14 is Leu or CML; R18 is Val, CML or Nle; R20 is Glu or D-Glu; R22 is Ala, Aib, D-Ala or Thr; R23 is Arg or Lys; R24 is Ala or Aib; R25 is Asp or Glu; R27 is Leu or CML; R28 is Ala or Aib; R29... Reactants: COC(C1=CC=C(C=C1)C(CC(C)C)OC1=CC(=C(C=C1)Br)C1OCCCO1)=O (4-[1-(4-bromo-3-[1,3]dioxan-2-yl-phenoxy)-3-methyl-butyl]-benzoic acid methyl ester), [OH-].[Na+] (sodium hydroxide). Run in CO (methanol). Reaction conditions: time 4 hour. Yields the product BrC1=C(C=C(OC(CC(C)C)C2=CC=C(C(=O)O)C=C2)C=C1)C1OCCCO1 (4-[1-(4-Bromo-3-[1,3]dioxan-2-yl-phenoxy)-3-methyl-butyl]-benzoic acid). Isolated yield 96.9%. RXN SMILES: C[O:2][C:3](=[O:29])[C:4]1[CH:9]=[CH:8][C:7]([CH:10]([O:15][C:16]2[CH:21]=[CH:20][C:19]([Br:22])=[C:18]([CH:23]3[O:28][CH2:27][CH2:26][CH2:25][O:24]3)[CH:17]=2)[CH2:11][CH:12]([CH3:14])[CH3:13])=[CH:6][CH:5]=1.[OH-].[Na+]>CO>[Br:22][C:19]1[CH:20]=[CH:21][C:16]([O:15][CH:10]([C:7]2[CH:8]=[CH:9][C:4]([C:3]([OH:29])=[O:2])=[CH:5][CH:6]=2)[CH2:11][CH:12]([CH3:13])[CH3:14])=[CH:17][C:18]=1[CH:23]1[O:24][CH2:25][CH2:26][CH2:27][O:28]1 |f:1.2|. Reported procedure: To the solution of 4-[1-(4-bromo-3-[1,3]dioxan-2-yl-phenoxy)-3-methyl-butyl]-benzoic acid methyl ester (1000 mg) in methanol (20 mL) is added sodium hydroxide (5 N aqueous, 2 mL) and stirred for 4 h. The reaction mixture is concentrated and acidified by 5 N HCl (2 mL), extracted with ethyl acetate. Combined organic layers are washed with water and brine, dried over sodium sulfate. Concentration gives the title compound (940 mg) as a white solid. Reactants: solid, Compound 7, C(C)(C)(C)OC(=O)N1C=C(C2=CC=CC=C12)C (3-methyl-indole-1-carboxylic acid tert-butyl ester), C(=O)[O-].[NH4+] (ammonium formate). The reagents and catalysts are [Pd] (palladium on charcoal). The solvent is CO (MeOH). Reaction conditions: temperature 60 celsius. The product is O(C1=CC=CC=C1)C1=CC=C2CCCNC2=C1 (7-phenoxy-3,4-dihydro-2H-quinoline). Reaction SMILES: C(OC([N:8]1[C:16]2[C:11](=[CH:12][CH:13]=[CH:14][CH:15]=2)[C:10]([CH3:17])=[CH:9]1)=O)(C)(C)C.[CH:18]([O-:20])=O.[NH4+]>CO.[Pd]>[O:20]([C:14]1[CH:15]=[C:16]2[C:11]([CH2:10][CH2:17][CH2:9][NH:8]2)=[CH:12][CH:13]=1)[C:18]1[CH:13]=[CH:12][CH:11]=[CH:10][CH:9]=1 |f:1.2|. Procedure: A well-stirred solution of Compound 7, where R1 is phenyl, R2A is benzyl, R3 is 3-methyl-indole-1-carboxylic acid tert-butyl ester and R4 is methyl, (0.1 g, 0.189 mmol) and ammonium formate (0.06 g 0.945 mmol) in 3 ml of MeOH in a capped vial was treated with 0.05 g of solid 10% palladium on charcoal. The mixture was heated at 60° C. for 1 h with stirring, filtered through celite bed and washed with MeOH. The crude product was further purified by filtration through a silica plug, washing with CH... The solvent is C(C)(=O)OCC (Ethyl acetate). Reagents/catalysts: [Pd] (Pd/C). Reactants: CN([C@H](C(=O)N1CCC2=CC(=C(C=C12)[N+](=O)[O-])OC)C)C ((2S)-N,N-dimethyl-1-[5-(methyloxy)-6-nitro-2,3-dihydro-1H-indol-1-yl]-1-oxo-2-propanamine). Reaction SMILES: [CH3:1][N:2]([CH3:21])[C@@H:3]([CH3:20])[C:4]([N:6]1[C:14]2[C:9](=[CH:10][C:11]([O:18][CH3:19])=[C:12]([N+:15]([O-])=O)[CH:13]=2)[CH2:8][CH2:7]1)=[O:5]>C(OCC)(=O)C.[Pd]>[CH3:1][N:2]([CH3:21])[C@@H:3]([CH3:20])[C:4]([N:6]1[C:14]2[C:9](=[CH:10][C:11]([O:18][CH3:19])=[C:12]([NH2:15])[CH:13]=2)[CH2:8][CH2:7]1)=[O:5]. Reported procedure: To a solution of (2S)-N,N-dimethyl-1-[5-(methyloxy)-6-nitro-2,3-dihydro-1H-indol-1-yl]-1-oxo-2-propanamine (2.2 g, 7.50 mmol) in Ethyl acetate (250 mL) was added Pd/C (0.798 g, 0.750 mmol) and the reaction was maintained under 50 psi of H2(g) overnight on the Fisher-Porter apparatus. The reaction was filtered through a celite pad which was washed with ethyl acetate, concentrated by rotary evaporation, and high maintained under vacuum for 12 hours to afford 1-[(2S)-2-(dimethylamino)propanoyl]-5-(... Yields the product CN([C@H](C(=O)N1CCC2=CC(=C(C=C12)N)OC)C)C (1-[(2S)-2-(dimethylamino)propanoyl]-5-(methyloxy)-2,3-dihydro-1H-indol-6-amine). Isolated yield 75.9%. Reactants: ClC1=CC(=CC(=C1)I)Cl (1,3-dichloro-5-iodo-benzene), C[Si](C)(C)C#C (trimethylsilylacetylene). Reagents/catalysts: Cl[Pd]([P](C1=CC=CC=C1)(C2=CC=CC=C2)C3=CC=CC=C3)([P](C4=CC=CC=C4)(C5=CC=CC=C5)C6=CC=CC=C6)Cl (PdCl2(PPh3)2), [Cu]I (copper(I)iodide). Run in C(C)NCC (diethylamine). Run at time 24 hour. The product is ClC=1C=C(C=C(C1)Cl)C#C[Si](C)(C)C ((3,5-dichloro-phenylethynyl)-trimethylsilane). Reaction SMILES: [Cl:1][C:2]1[CH:7]=[C:6](I)[CH:5]=[C:4]([Cl:9])[CH:3]=1.[CH3:10][Si:11]([C:14]#[CH:15])([CH3:13])[CH3:12]>C(NCC)C.Cl[Pd](Cl)([P](C1C=CC=CC=1)(C1C=CC=CC=1)C1C=CC=CC=1)[P](C1C=CC=CC=1)(C1C=CC=CC=1)C1C=CC=CC=1.[Cu]I>[Cl:1][C:2]1[CH:7]=[C:6]([C:15]#[C:14][Si:11]([CH3:13])([CH3:12])[CH3:10])[CH:5]=[C:4]([Cl:9])[CH:3]=1 |^1:23,42|. Procedure details: To a solution of 1,3-dichloro-5-iodo-benzene (5.44 g, 20 mmol) in diethylamine (75 mL) was added PdCl2(PPh3)2 (280 mg, 0.4 mmol), trimethylsilylacetylene (2.36 g, 24.0 mmol) and copper(I)iodide (20 mg, 0.1 mmol). The reaction mixture was stirred at room temperature for 24 h, filtered and evaporated. The residue was purified by column chromatography using heptane:ethyl acetate (8:2) as eluent. The desired (3,5-dichloro-phenylethynyl)-trimethylsilane product was isolated in 4.85 g yield.